Dataset: the Open Reaction Database (ORD), a public repository of structured organic reaction records. Task: describe an organic reaction: reactants, conditions, products, and yield Reactants: C(C1=CC=CC=C1)(=O)C1=C(C=NC=C1)C=O (4-benzoyl-pyridine-3-carbaldehyde), 2,5-dimethoxymagnesium bromide, C1CCOC1 (THF), C1CCOC1 (THF). Conditions: time 15 minute. The product is COC1=C(C=C(C=C1)OC)C(C=1C=NC=CC1C(=O)C1=CC=CC=C1)O ({3-[(2,5-dimethoxy-phenyl)-hydroxy-methyl]-pyridin-4-yl}-phenyl-methanone). Reaction SMILES: [C:1]([C:9]1[CH:14]=[CH:13][N:12]=[CH:11][C:10]=1[CH:15]=[O:16])(=[O:8])[C:2]1[CH:7]=[CH:6][CH:5]=[CH:4][CH:3]=1.[CH2:17]1[CH2:21][O:20][CH2:19][CH2:18]1>>[CH3:19][O:20][C:21]1[CH:17]=[CH:18][C:19]([O:20][CH3:21])=[CH:18][C:17]=1[CH:15]([OH:16])[C:10]1[CH:11]=[N:12][CH:13]=[CH:14][C:9]=1[C:1]([C:2]1[CH:3]=[CH:4][CH:5]=[CH:6][CH:7]=1)=[O:8]. Reported procedure: To a solution of 4-benzoyl-pyridine-3-carbaldehyde (110 mg, 0.52 mmol) in THF (3 mL) at −78° C. was added 1.0 M 2,5-dimethoxymagnesium bromide in THF (1.04 mL) and the reaction mixture was stirred for 15 min. The reaction mixture was then quenched with aqueous ammonium chloride and extracted with ethyl acetate. The organic layer was dried over sodium sulfate, concentrated, and the residue purified by chromatography of silica gel with 5% methanol in dichloromethane to yield {3-[(2,5-dimethoxy-phe... Reactants: CCCC[N+](CCCC)(CCCC)CCCC, CN, COC(=O)c1c2c(c(O)c(=O)n1CCCCCl)C(=O)N(Cc1ccc(F)c(Cl)c1)CC2, [I-], C1CCOC1. The product is CNCCCCn1c(C(=O)OC)c2c(c(O)c1=O)C(=O)N(Cc1ccc(F)c(Cl)c1)CC2. As a reaction SMILES: [CH2:40]([N+:41]([CH2:42][CH2:43][CH2:44][CH3:45])([CH2:46][CH2:47][CH2:48][CH3:49])[CH2:50][CH2:51][CH2:52][CH3:53])[CH2:54][CH2:55][CH3:56].[CH3:32][NH2:33].[Cl:1][CH2:2][CH2:3][CH2:4][CH2:5][n:6]1[c:7]([C:28](=[O:29])[O:30][CH3:31])[c:8]2[c:13]([c:14]([OH:17])[c:15]1=[O:16])[C:12](=[O:18])[N:11]([CH2:19][c:20]1[cH:21][c:22]([Cl:27])[c:23]([F:26])[cH:24][cH:25]1)[CH2:10][CH2:9]2.[I-:39].[O:34]1[CH2:35][CH2:36][CH2:37][CH2:38]1>>[CH2:2]([CH2:3][CH2:4][CH2:5][n:6]1[c:7]([C:28](=[O:29])[O:30][CH3:31])[c:8]2[c:13]([c:14]([OH:17])[c:15]1=[O:16])[C:12](=[O:18])[N:11]([CH2:19][c:20]1[cH:21][c:22]([Cl:27])[c:23]([F:26])[cH:24][cH:25]1)[CH2:10][CH2:9]2)[NH:33][CH3:32]. Starting materials: [Br-], COc1cc(OC)cc(-c2cc(=O)c3ccc(OCC4CO4)cc3o2)c1, CO, CC(C)N, [K+]. Product: COc1cc(OC)cc(-c2cc(=O)c3ccc(OCC(O)CNC(C)C)cc3o2)c1. Reaction SMILES: [Br-:31].[CH3:1][O:2][c:3]1[cH:4][c:5](-[c:6]2[o:7][c:8]3[cH:9][c:10]([O:17][CH2:18][CH:19]4[CH2:20][O:21]4)[cH:11][cH:12][c:13]3[c:14](=[O:16])[cH:15]2)[cH:22][c:23]([O:25][CH3:26])[cH:24]1.[CH3:33][OH:34].[CH:27]([CH3:28])([CH3:29])[NH2:30].[K+:32]>>[CH3:1][O:2][c:3]1[cH:4][c:5](-[c:6]2[o:7][c:8]3[cH:9][c:10]([O:17][CH2:18][CH:19]([CH2:20][NH:30][CH:27]([CH3:28])[CH3:29])[OH:21])[cH:11][cH:12][c:13]3[c:14](=[O:16])[cH:15]2)[cH:22][c:23]([O:25][CH3:26])[cH:24]1. The reactants are Cc1ccc(C(=O)C=[N+]=[N-])cc1S(N)(=O)=O, COCCOCCOC, CC(C)O, Cl. The product is Cc1ccc(C(=O)CCl)cc1S(N)(=O)=O. RXN SMILES: [CH3:1][c:2]1[c:3]([S:13]([NH2:14])(=[O:15])=[O:16])[cH:4][c:5]([C:8]([CH:9]=[N+:10]=[N-:11])=[O:12])[cH:6][cH:7]1.[CH3:22][O:23][CH2:24][CH2:25][O:26][CH2:27][CH2:28][O:29][CH3:30].[CH:18]([OH:19])([CH3:20])[CH3:21].[ClH:17]>>[CH3:1][c:2]1[c:3]([S:13]([NH2:14])(=[O:15])=[O:16])[cH:4][c:5]([C:8]([CH2:9][Cl:17])=[O:12])[cH:6][cH:7]1. Solvent: C(=O)(C(F)(F)F)O (TFA). Conditions: temperature 0 celsius, time 2 hour. The product is C1(=CC=CC=C1)C=1C(NC(NC1)=O)=O (5-phenyl-1H-pyrimidine-2,4-dione). Starting materials: C(C1=CC=CC=C1)(C1=CC=CC=C1)N1C(NC(C(=C1)C1=CC=CC=C1)=O)=O (1-Benzhydryl-5-phenyl-pyrimidine-2,4-dione), OS(=O)(=O)C(F)(F)F (triflic acid). Procedure details: 1-Benzhydryl-5-phenyl-pyrimidine-2,4-dione (0.13 g, 0.35 mmol) was added to solution of triflic acid (0.09 mL, 0.99 mmol) in TFA (0.87 mL) cooled to 0° C. The reaction mixture was stirred for 2 hrs and then quenched by addition of ice. The white precipitate was filtered and dried. The filtrate was diluted with EtOAc and the two phases were separated. The aqueous layer was further extracted with EtOAc (3×15 mL), the combined organic phases were dried over Na2SO4 and the solvent was removed under ... RXN SMILES: C([N:14]1[CH:19]=[C:18]([C:20]2[CH:25]=[CH:24][CH:23]=[CH:22][CH:21]=2)[C:17](=[O:26])[NH:16][C:15]1=[O:27])(C1C=CC=CC=1)C1C=CC=CC=1.OS(C(F)(F)F)(=O)=O>C(O)(C(F)(F)F)=O>[C:20]1([C:18]2[C:17](=[O:26])[NH:16][C:15](=[O:27])[NH:14][CH:19]=2)[CH:21]=[CH:22][CH:23]=[CH:24][CH:25]=1. Starting materials: BrBr (bromine), COC1=CCC(CC1)OCC1=CC=CC=C1 (((4-(methoxy)cyclohex-3-enyloxy)methyl)benzene), COC(C)(C)C (Tert-butyl methyl ether). Run in C(Cl)Cl (DCM), C(Cl)Cl (DCM). Reaction conditions: time 1 hour. Product: C(C1=CC=CC=C1)OC1CC(C(CC1)=O)Br (4-Benzyloxy-2-bromocyclohexanone). Isolated yield 45.4%. RXN SMILES: [Br:1]Br.C[O:4][C:5]1[CH2:10][CH2:9][CH:8]([O:11][CH2:12][C:13]2[CH:18]=[CH:17][CH:16]=[CH:15][CH:14]=2)[CH2:7][CH:6]=1.COC(C)(C)C>C(Cl)Cl>[CH2:12]([O:11][CH:8]1[CH2:9][CH2:10][C:5](=[O:4])[CH:6]([Br:1])[CH2:7]1)[C:13]1[CH:18]=[CH:17][CH:16]=[CH:15][CH:14]=1. Procedure details: A solution of bromine (0.56 ml, 10.90 mmol) in DCM (30 ml) was added dropwise to a solution of ((4-(methoxy)cyclohex-3-enyloxy)methyl)benzene (3.4 g, 15.57 mmol), which was prepared as described in the last step, in DCM (100 ml). The reaction mixture was stirred for 1 hour at room temperature. Tert-butyl methyl ether (150 ml) was added. The solution was washed with ice cooled water (200 ml), a saturated aqueous solution of sodium thiosulphate (100 ml), and a saturated aqueous solution of sodium ... The reactants are COC(CC1=CC=C(C=C1)CBr)=O ((4-bromomethyl-phenyl)-acetic acid methyl ester), [C-]#N.[K+] (potassium cyanide). Run in O (H2O), CN(C=O)C (dimethylformamide). Run at time 8 hour. Yields the product COC(CC1=CC=C(C=C1)CC#N)=O ((4-cyanomethyl-phenyl)-acetic acid methyl ester). As a reaction SMILES: [CH3:1][O:2][C:3](=[O:13])[CH2:4][C:5]1[CH:10]=[CH:9][C:8]([CH2:11]Br)=[CH:7][CH:6]=1.[C-:14]#[N:15].[K+]>CN(C)C=O.O>[CH3:1][O:2][C:3](=[O:13])[CH2:4][C:5]1[CH:10]=[CH:9][C:8]([CH2:11][C:14]#[N:15])=[CH:7][CH:6]=1 |f:1.2|. Procedure: To a stirring solution of 15 in dimethylformamide (0.3 M) at room temperature under nitrogen was added potassium cyanide (1.2 eq). The reaction was stirred at room temperature overnight. The reaction was diluted with H2O then extracted with ethyl acetate (3×). The organic phases were combined, washed with saturated sodium bicarbonate (1×), brine (1×), dried over sodium sulfate, filtered and concentrated in vacuo to afford the product. (26%) 1H NMR (400 MHz, CDCl3) δ 7.30 (s, 4H), 3.74 (s, 2H), 3...